describe an organic reaction: reactants, conditions, products, and yield From a dataset of the Open Reaction Database (ORD), a public repository of structured organic reaction records. The reactants are C1CCOC1, COC(=O)c1ccc2c(c1)cc(C(=O)NC1CCN(C(C)C)CC1)n2Cc1cc(-c2ccc(Cl)s2)on1, CO, [Li+], [OH-]. The product is CC(C)N1CCC(NC(=O)c2cc3cc(C(=O)O)ccc3n2Cc2cc(-c3ccc(Cl)s3)on2)CC1. As a reaction SMILES: [CH2:40]1[O:41][CH2:42][CH2:43][CH2:44]1.[CH3:1][O:2][C:3](=[O:4])[c:5]1[cH:6][c:7]2[cH:8][c:9]([C:26]([NH:27][CH:28]3[CH2:29][CH2:30][N:31]([CH:34]([CH3:35])[CH3:36])[CH2:32][CH2:33]3)=[O:37])[n:10]([CH2:14][c:15]3[n:16][o:17][c:18](-[c:20]4[s:21][c:22]([Cl:25])[cH:23][cH:24]4)[cH:19]3)[c:11]2[cH:12][cH:13]1.[CH3:45][OH:46].[Li+:39].[OH-:38]>>[O:2]=[C:3]([OH:4])[c:5]1[cH:6][c:7]2[cH:8][c:9]([C:26]([NH:27][CH:28]3[CH2:29][CH2:30][N:31]([CH:34]([CH3:35])[CH3:36])[CH2:32][CH2:33]3)=[O:37])[n:10]([CH2:14][c:15]3[n:16][o:17][c:18](-[c:20]4[s:21][c:22]([Cl:25])[cH:23][cH:24]4)[cH:19]3)[c:11]2[cH:12][cH:13]1. The reactants are C(C)OCC (diethyl ether), COC1=CC=C(OCC(CN2CCC3(CNC(O3)=O)CC2)O)C=C1 (8-[3-(4-methoxyphenoxy)-2-hydroxypropyl]-1-oxa-3,8-diazaspiro[4.5]decan-2-one), Cl (hydrochloric acid). Run in CO (methanol), CO (methanol). The product is Cl.COC1=CC=C(OCC(CN2CCC3(CNC(O3)=O)CC2)O)C=C1 (8-[3-(4-methoxyphenoxy)-2-hydroxypropyl]-1-oxa-3,8-diazaspiro[4.5]decan-2-one hydrochloride). As a reaction SMILES: [CH3:1][O:2][C:3]1[CH:24]=[CH:23][C:6]([O:7][CH2:8][CH:9]([OH:22])[CH2:10][N:11]2[CH2:21][CH2:20][C:14]3([O:18][C:17](=[O:19])[NH:16][CH2:15]3)[CH2:13][CH2:12]2)=[CH:5][CH:4]=1.[ClH:25].C(OCC)C>CO>[ClH:25].[CH3:1][O:2][C:3]1[CH:4]=[CH:5][C:6]([O:7][CH2:8][CH:9]([OH:22])[CH2:10][N:11]2[CH2:21][CH2:20][C:14]3([O:18][C:17](=[O:19])[NH:16][CH2:15]3)[CH2:13][CH2:12]2)=[CH:23][CH:24]=1 |f:4.5|. Reported procedure: A mixture of 3.4 g 1-oxa-3,8-diazaspiro[4.5]decan-2-one, 2.26 g 2,3-epoxypropyl-p-methoxyphenyl ether, 5 ml methanol and 15 ml toluene is heated at reflux for 24 hours. Evaporation of solvent and recrystallization from ethyl acetate gives 2.7 g 8-[3-(4-methoxyphenoxy)-2-hydroxypropyl]-1-oxa-3,8-diazaspiro[4.5]decan-2-one, mp 151°-153°. To a solution of 1 g of 8-[3-(4-methoxyphenoxy)-2-hydroxypropyl]-1-oxa-3,8-diazaspiro[4.5]decan-2-one in 5 ml methanol is added 10 ml of 3% hydrochloric acid in m...